From a dataset of the Open Reaction Database (ORD), a public repository of structured organic reaction records. describe an organic reaction: reactants, conditions, products, and yield The reactants are C(C)(C)(C)OC(=O)N1CCC(CC1)NCC(=O)OCC (4-(ethoxycarbonylmethyl-amino)-piperidine-1-carboxylic acid tert-butyl ester), C=O (paraformaldehyde), C(=C)S(=O)(=O)C1=C(C=CC=C1)C(F)(F)F (1-ethenesulfonyl-2-trifluoromethyl-benzene). Product: C(C)(C)(C)OC(=O)N1CCC(CC1)N1C(CC(C1)S(=O)(=O)C1=C(C=CC=C1)C(F)(F)F)C(=O)OCC (4-[2-Ethoxycarbonyl-4-(2-trifluoromethyl-benzenesulfonyl)-pyrrolidin-1-yl]-piperidine-1-carboxylic acid tert-butyl ester). As a reaction SMILES: [C:1]([O:5][C:6]([N:8]1[CH2:13][CH2:12][CH:11]([NH:14][CH2:15][C:16]([O:18][CH2:19][CH3:20])=[O:17])[CH2:10][CH2:9]1)=[O:7])([CH3:4])([CH3:3])[CH3:2].[CH2:21]=O.[CH:23]([S:25]([C:28]1[CH:33]=[CH:32][CH:31]=[CH:30][C:29]=1[C:34]([F:37])([F:36])[F:35])(=[O:27])=[O:26])=[CH2:24]>>[C:1]([O:5][C:6]([N:8]1[CH2:9][CH2:10][CH:11]([N:14]2[CH2:21][CH:23]([S:25]([C:28]3[CH:33]=[CH:32][CH:31]=[CH:30][C:29]=3[C:34]([F:35])([F:37])[F:36])(=[O:26])=[O:27])[CH2:24][CH:15]2[C:16]([O:18][CH2:19][CH3:20])=[O:17])[CH2:12][CH2:13]1)=[O:7])([CH3:4])([CH3:3])[CH3:2]. Reported procedure: In analogy to the procedure described in example 343d, 4-(ethoxycarbonylmethyl-amino)-piperidine-1-carboxylic acid tert-butyl ester (CAS Reg. No. 177276-49-2) was reacted with paraformaldehyde and 1-ethenesulfonyl-2-trifluoromethyl-benzene (example 243c) to give the title compound. The reactants are FC1=C(C#N)C=CC(=C1)N1C2=CC=CC=C2C=2C(=CC=CC12)C1=NC2=C(N1)C=C(C=C2)F (2-fluoro-4-[4-(6-fluoro-1H-benzimidazol-2-yl)-carbazol-9-yl]benzonitrile), aqueous solution, [OH-].[Na+] (sodium hydroxide), aqueous solution, OO (hydrogen peroxide), C([O-])([O-])=O.[K+].[K+] (potassium carbonate), NCC1=NC=CC=C1 (2-(aminomethyl)pyridine). Run in CS(=O)C (dimethyl sulphoxide), C(C)O (ethanol). The product is FC=1C=CC2=C(NC(=N2)C2=CC=CC=3N(C4=CC=CC=C4C23)C2=CC(=C(C(=O)N)C=C2)NCC2=NC=CC=C2)C1 (4-[4-(6-fluoro-1H-benzimidazol-2-yl)-9H-carbazol-9-yl]-2-[(pyridin-2-ylmethyl)amino]benzamide). As a reaction SMILES: F[C:2]1[CH:9]=[C:8]([N:10]2[C:22]3[CH:21]=[CH:20][CH:19]=[C:18]([C:23]4[NH:27][C:26]5[CH:28]=[C:29]([F:32])[CH:30]=[CH:31][C:25]=5[N:24]=4)[C:17]=3[C:16]3[C:11]2=[CH:12][CH:13]=[CH:14][CH:15]=3)[CH:7]=[CH:6][C:3]=1[C:4]#[N:5].C(=O)([O-])[O-].[K+].[K+].[NH2:39][CH2:40][C:41]1[CH:46]=[CH:45][CH:44]=[CH:43][N:42]=1.[OH-:47].[Na+].OO>CS(C)=O.C(O)C>[F:32][C:29]1[CH:30]=[CH:31][C:25]2[N:24]=[C:23]([C:18]3[C:17]4[C:16]5[C:11](=[CH:12][CH:13]=[CH:14][CH:15]=5)[N:10]([C:8]5[CH:7]=[CH:6][C:3]([C:4]([NH2:5])=[O:47])=[C:2]([NH:39][CH2:40][C:41]6[CH:46]=[CH:45][CH:44]=[CH:43][N:42]=6)[CH:9]=5)[C:22]=4[CH:21]=[CH:20][CH:19]=3)[NH:27][C:26]=2[CH:28]=1 |f:1.2.3,5.6|. Reported procedure: The process is carried out as in stage 3 of Example 3, but using 150 mg of 2-fluoro-4-[4-(6-fluoro-1H-benzimidazol-2-yl)-carbazol-9-yl]benzonitrile, obtained according to stage 2 of Example 3, 148 mg of potassium carbonate and 0.772 g of 2-(aminomethyl)pyridine in 2 ml of dimethyl sulphoxide. 0.678 ml of a 1M aqueous solution of sodium hydroxide, 0.656 ml of a 30% aqueous solution of hydrogen peroxide and 3 ml of ethanol are then added to the reaction medium. After treatment as in stage 3 of Exa... Reactants: [Mg] (magnesium), C(C(=O)C)(=O)[O-].[Na+] (sodium pyruvate), Cl (hydrochloric acid), BrC1=CC(=C(C=C1)C1=CC=CC=C1)F (4-bromo-2-fluorobiphenyl). The solvent is O1CCCC1 (tetrahydrofuran), O1CCCC1 (tetrahydrofuran), O1CCCC1 (tetrahydrofuran). Product: FC1=C(C=CC(=C1)C(C(=O)O)(C)O)C1=CC=CC=C1 (2-(2-fluoro-4-biphenylyl)-2-hydroxypropionic acid). The yield is 71.0%. RXN SMILES: Br[C:2]1[CH:7]=[CH:6][C:5]([C:8]2[CH:13]=[CH:12][CH:11]=[CH:10][CH:9]=2)=[C:4]([F:14])[CH:3]=1.[Mg].[C:16]([O-:21])(=[O:20])[C:17]([CH3:19])=[O:18].[Na+].Cl>O1CCCC1>[F:14][C:4]1[CH:3]=[C:2]([C:17]([OH:18])([CH3:19])[C:16]([OH:21])=[O:20])[CH:7]=[CH:6][C:5]=1[C:8]1[CH:13]=[CH:12][CH:11]=[CH:10][CH:9]=1 |f:2.3|. Procedure details: A solution of 4-bromo-2-fluorobiphenyl (5 g., 0.02 mole) in dry tetrahydrofuran (20 ml.) was added dropwise, with stirring, to magnesium turnings (0.49 g.) in dry tetrahydrofuran (13 ml.). When the addition was complete, the mixture was stirred and boiled under reflux for one hour. A suspension of sodium pyruvate (2.2 g., 0.02 mole) in dry tetrahydrofuran (20 ml.) was added rapidly to the refluxing solution. Frothing occurred and when this had subsided the mixture was boiled under reflux with st...